This data is from the Open Reaction Database (ORD), a public repository of structured organic reaction records. The task is: describe an organic reaction: reactants, conditions, products, and yield Product: C(C=C)O[C@@H]1CN(C[C@H]1NC(=O)OC(C)(C)C)C(=O)OCC1=CC=CC=C1 (benzyl rel-(3R,4R)-3-(allyloxy)-4-[(tert-butoxycarbonyl)amino]pyrrolidine-1-carboxylate). Procedure details: To a solution of benzyl rel-(3R,4R)-3-[(tert-butoxycarbonyl)amino]-4-hydroxypyrrolidine-1-carboxylate (1 g, 2.97 mmol) in dry THF (10 mL) at 0° C. was added NaH (475 mg, 11.88 mmol). The reaction mixture was stirred at 0° C. for 1 h. Allyl bromide (1.08 g, 8.92 mmol) was added to the reaction mixture dropwise. The reaction mixture was stirred at 0° C. for 2 h and room temperature for 1 h. The reaction was quenched by adding MeOH (5 mL) and was concentrated under reduced pressure to remove most o... The solvent is C1CCOC1 (THF). Yield: 72.1%. Run at temperature 0 celsius, time 1 hour. Reaction SMILES: [C:1]([O:5][C:6]([NH:8][C@H:9]1[C@H:13]([OH:14])[CH2:12][N:11]([C:15]([O:17][CH2:18][C:19]2[CH:24]=[CH:23][CH:22]=[CH:21][CH:20]=2)=[O:16])[CH2:10]1)=[O:7])([CH3:4])([CH3:3])[CH3:2].[H-].[Na+].[CH2:27](Br)[CH:28]=[CH2:29]>C1COCC1>[CH2:29]([O:14][C@H:13]1[C@H:9]([NH:8][C:6]([O:5][C:1]([CH3:4])([CH3:2])[CH3:3])=[O:7])[CH2:10][N:11]([C:15]([O:17][CH2:18][C:19]2[CH:24]=[CH:23][CH:22]=[CH:21][CH:20]=2)=[O:16])[CH2:12]1)[CH:28]=[CH2:27] |f:1.2|. The reactants are C(C)(C)(C)OC(=O)N[C@@H]1CN(C[C@H]1O)C(=O)OCC1=CC=CC=C1 (benzyl rel-(3R,4R)-3-[(tert-butoxycarbonyl)amino]-4-hydroxypyrrolidine-1-carboxylate), [H-].[Na+] (NaH), C(C=C)Br (Allyl bromide). The reactants are ClC1=CC(=CC=C1)C(=O)OO (m-chloroperbenzoic acid), C(C=C)C1=C(C=CC(=C1O)Cl)N1C(C2=C(C1=O)CCCC2)=O (N-(2-allyl-4-chloro-3-hydroxyphenyl)-3,4,5,6-tetrahydrophthalimide). The solvent is ClCCCl (1,2-dichloroethane), ClCCCl (1,2-dichloroethane). Run at temperature 70 celsius. Product: ClC1=CC=C(C=2CC(OC21)CO)N2C(C1=C(C2=O)CCCC1)=O (N-(7-chloro-2,3-dihydro-2-(hydroxymethyl)-4-benzofuranyl)-3,4,5,6-tetrahydrophthalimide). As a reaction SMILES: ClC1C=CC=C(C(OO)=[O:9])C=1.[CH2:12]([C:15]1[C:20]([OH:21])=[C:19]([Cl:22])[CH:18]=[CH:17][C:16]=1[N:23]1[C:27](=[O:28])[C:26]2[CH2:29][CH2:30][CH2:31][CH2:32][C:25]=2[C:24]1=[O:33])[CH:13]=[CH2:14]>ClCCCl>[Cl:22][C:19]1[C:20]2[O:21][CH:13]([CH2:14][OH:9])[CH2:12][C:15]=2[C:16]([N:23]2[C:27](=[O:28])[C:26]3[CH2:29][CH2:30][CH2:31][CH2:32][C:25]=3[C:24]2=[O:33])=[CH:17][CH:18]=1. Reported procedure: A solution of 1.50 g of 80% m-chloroperbenzoic acid (MCPBA) in 20 mL of 1,2-dichloroethane was added dropwise to a solution of 2.0 g of 3D in 25 mL of 1,2-dichloroethane at room temperature. The resulting mixture was heated at 70° C. for four hours, cooled and extracted with saturated aqueous sodium sulfite solution, until no reaction to starch/iodide paper occurred. The organic phase was separated, washed with saturated aqueous sodium bicarbonate solution, water, brine, dried (Na2SO4) and strip...